Task: describe an organic reaction: reactants, conditions, products, and yield. Dataset: the Open Reaction Database (ORD), a public repository of structured organic reaction records Reactants: C(C)OC(C(\C=C(\CP(=O)(OC)OC)/CC)NC=O)=O (E-2-formylamino-4-ethyl-5-dimethylphosphono-3-pentenoic acid ethyl ester). The solvent is O (H2O). Yields the product NC(C(=O)O)\C=C(\CP(=O)(O)O)/CC (E-2-amino-4-ethyl-5-phosphono-3-pentenoic acid). As a reaction SMILES: C([O:3][C:4](=[O:20])[CH:5]([NH:17]C=O)/[CH:6]=[C:7](\[CH2:15][CH3:16])/[CH2:8][P:9]([O:13]C)([O:11]C)=[O:10])C>O>[NH2:17][CH:5](/[CH:6]=[C:7](\[CH2:15][CH3:16])/[CH2:8][P:9]([OH:13])([OH:11])=[O:10])[C:4]([OH:20])=[O:3]. Reported procedure: Hydrolysis of E-2-formylamino-4-ethyl-5-dimethylphosphono-3-pentenoic acid ethyl ester in a manner analogous to that described in Example 11 yields E-2-amino-4-ethyl-5-phosphono-3-pentenoic acid, m.p. 176° (H2O).